This data is from the Open Reaction Database (ORD), a public repository of structured organic reaction records. The task is: describe an organic reaction: reactants, conditions, products, and yield The reactants are CCCCCCCCCCCCNN, CN=C=O, CCOCC, Cl, [K+], [OH-]. The product is CCCCCCCCCCCCN(N)C(=O)NC. As a reaction SMILES: [CH2:2]([CH2:3][CH2:4][CH2:5][CH2:6][CH2:7][CH2:8][CH2:9][CH2:10][CH2:11][CH2:12][CH3:13])[NH:14][NH2:15].[CH3:18][N:19]=[C:20]=[O:21].[CH3:22][CH2:23][O:24][CH2:25][CH3:26].[ClH:1].[K+:17].[OH-:16]>>[CH2:2]([CH2:3][CH2:4][CH2:5][CH2:6][CH2:7][CH2:8][CH2:9][CH2:10][CH2:11][CH2:12][CH3:13])[N:14]([NH2:15])[C:20]([NH:19][CH3:18])=[O:21]. The reactants are [Na] (sodium), C1(=CC(=CC=C1)N1C2=C(N=C(C1=O)CCC(=O)O)C=CC=N2)C2=CC=CC=C2 (4-(3-biphenylyl)-2-(2-carboxyethyl)-3-oxo-3,4-dihydropyrido[2,3-b]pyrazine), IC (iodomethane), C([O-])([O-])=O.[K+].[K+] (potassium carbonate). Run in C(C)(=O)OCC (ethyl acetate), CN(C=O)C (N,N-dimethylformamide). Run at time 1 hour. Product: C1(=CC(=CC=C1)N1C2=C(N=C(C1=O)CCC(=O)OC)C=CC=N2)C2=CC=CC=C2 (4-(3-biphenylyl)-2-(2-methoxycarbonylethyl)-3-oxo-3,4-dihydropyrido[2,3-b]pyrazine). Yield: 85.5%. As a reaction SMILES: [C:1]1([C:23]2[CH:28]=[CH:27][CH:26]=[CH:25][CH:24]=2)[CH:6]=[CH:5][CH:4]=[C:3]([N:7]2[C:12](=[O:13])[C:11]([CH2:14][CH2:15][C:16]([OH:18])=[O:17])=[N:10][C:9]3[CH:19]=[CH:20][CH:21]=[N:22][C:8]2=3)[CH:2]=1.IC.[C:31](=O)([O-])[O-].[K+].[K+].[Na]>CN(C)C=O.C(OCC)(=O)C>[C:1]1([C:23]2[CH:24]=[CH:25][CH:26]=[CH:27][CH:28]=2)[CH:6]=[CH:5][CH:4]=[C:3]([N:7]2[C:12](=[O:13])[C:11]([CH2:14][CH2:15][C:16]([O:18][CH3:31])=[O:17])=[N:10][C:9]3[CH:19]=[CH:20][CH:21]=[N:22][C:8]2=3)[CH:2]=1 |f:2.3.4,^1:36|. Procedure: A mixture of 4-(3-biphenylyl)-2-(2-carboxyethyl)-3-oxo-3,4-dihydropyrido[2,3-b]pyrazine (80 mg), iodomethane (0.04 ml) and potassium carbonate (90 mg) in N,N-dimethylformamide (2 ml) was stirred at room temperature for 1 hour. Then the mixture was poured into a mixture of ethyl acetate and aqueous sodium bicarbonte. The organic phase was separated, washed with aqueous sodium bicarbonate and brine, dried over magnesium sulfate and concentrated. The residue was crystallized from methanol to give 4...